describe an organic reaction: reactants, conditions, products, and yield From a dataset of the Open Reaction Database (ORD), a public repository of structured organic reaction records. Starting materials: Cl.N[C@@H](CC(C)C)C(=O)N (L-Leucinamide hydrochloride), O=CCCC(=O)OCC(C)C (isobutyl 4-oxobutanoate). Product: C(C(C)C)[C@@H]1NC(NC1=O)CCC(=O)OCC(C)C (Isobutyl (4S)-4-isobutyl-5-oxo-2-imidazolidinepropanoate). Reaction SMILES: Cl.[NH2:2][C@H:3]([C:8]([NH2:10])=[O:9])[CH2:4][CH:5]([CH3:7])[CH3:6].O=[CH:12][CH2:13][CH2:14][C:15]([O:17][CH2:18][CH:19]([CH3:21])[CH3:20])=[O:16]>>[CH2:4]([C@H:3]1[C:8](=[O:9])[NH:10][CH:12]([CH2:13][CH2:14][C:15]([O:17][CH2:18][CH:19]([CH3:21])[CH3:20])=[O:16])[NH:2]1)[CH:5]([CH3:7])[CH3:6] |f:0.1|. Procedure: L-Leucinamide hydrochloride (3.2 g, 19.2 mmol) and isobutyl 4-oxobutanoate (3 g, 18.96 mmol) were reacted together according to the procedure of example 5A to give the title compound, 1.7 g (33%). Starting materials: COc1cc(COS(C)(=O)=O)cc(OC)c1OC, C[Si](C)(C)[N-][Si](C)(C)C, [K+], O=C1CCCN1, C1CCOC1. Yields the product COc1cc(CN2CCCC2=O)cc(OC)c1OC. As a reaction SMILES: [CH3:17][S:18]([O:19][CH2:22][c:23]1[cH:24][c:25]([O:33][CH3:34])[c:26]([O:31][CH3:32])[c:27]([O:29][CH3:30])[cH:28]1)(=[O:20])=[O:21].[CH3:7][Si:8]([N-:9][Si:10]([CH3:11])([CH3:12])[CH3:13])([CH3:14])[CH3:15].[K+:16].[NH:1]1[C:2](=[O:6])[CH2:3][CH2:4][CH2:5]1.[O:35]1[CH2:36][CH2:37][CH2:38][CH2:39]1>>[N:1]1([CH2:22][c:23]2[cH:24][c:25]([O:33][CH3:34])[c:26]([O:31][CH3:32])[c:27]([O:29][CH3:30])[cH:28]2)[C:2](=[O:6])[CH2:3][CH2:4][CH2:5]1. Reactants: [S-2].[Na+].[Na+] (sodium sulfide), bis perchlorate, Cl(=O)(=O)(=O)[O-].CN(C1=NC=C(C=C1)C1=CC(=[O+]C(=C1)C1=CC=CC=C1)C1=CC=CC=C1)C (4-(2-dimethylamino-5-pyridyl)-2,6-diphenylpyrylium perchlorate), Cl(=O)(=O)(=O)O (perchloric acid). Solvent: O (water), alcohol, N1=CC=CC=C1 (pyridine), CC(=O)C (acetone). The product is Cl(=O)(=O)(=O)[O-].CN(C1=NC=C(C=C1)C1=CC(=[S+]C(=C1)C1=CC=CC=C1)C1=CC=CC=C1)C (4-(2-Dimethylamino-5-pyridyl)-2,6-diphenylthiopyrylium perchlorate). As a reaction SMILES: [Cl:1]([O-:5])(=[O:4])(=[O:3])=[O:2].[CH3:6][N:7]([CH3:32])[C:8]1[CH:13]=[CH:12][C:11]([C:14]2[CH:19]=[C:18]([C:20]3[CH:25]=[CH:24][CH:23]=[CH:22][CH:21]=3)[O+]=[C:16]([C:26]3[CH:31]=[CH:30][CH:29]=[CH:28][CH:27]=3)[CH:15]=2)=[CH:10][N:9]=1.[S-2:33].[Na+].[Na+].Cl(O)(=O)(=O)=O>CC(C)=O.O.N1C=CC=CC=1>[Cl:1]([O-:5])(=[O:4])(=[O:3])=[O:2].[CH3:6][N:7]([CH3:32])[C:8]1[CH:13]=[CH:12][C:11]([C:14]2[CH:19]=[C:18]([C:20]3[CH:25]=[CH:24][CH:23]=[CH:22][CH:21]=3)[S+:33]=[C:16]([C:26]3[CH:31]=[CH:30][CH:29]=[CH:28][CH:27]=3)[CH:15]=2)=[CH:10][N:9]=1 |f:0.1,2.3.4,9.10|. Procedure details: A mixture of 4 g of the pyrylium salt in 100 ml of acetone was stirred and 2 g of sodium sulfide in 50 ml of water is added. The solution was stirred for 1/2 hr and poured into dilute perchloric acid. The solid (which was the bis perchlorate salt) was dissolved in pyridine, the solution was diluted with alcohol and the solid which separated was collected, Mp 271°-272°, yield 3 g. The λmax (CH3CN) were 550 (58.0×103),~280 (17.0×103) and 265 nm (18.0×103). Starting materials: [Li]C(C)(C)C, O=C([O-])O, CN(C)C=O, CC(=O)O, COc1cccc(Cl)n1, [Na+], C1CCOC1. Yields the product COc1nc(Cl)ccc1C=O. Reaction SMILES: [C:1]([Li:2])([CH3:3])([CH3:4])[CH3:5].[C:20](=[O:21])([OH:22])[O-:23].[CH3:15][N:16]([CH:17]=[O:18])[CH3:19].[CH3:30][C:31](=[O:32])[OH:33].[Cl:6][c:7]1[n:8][c:9]([O:13][CH3:14])[cH:10][cH:11][cH:12]1.[Na+:24].[O:25]1[CH2:26][CH2:27][CH2:28][CH2:29]1>>[Cl:6][c:7]1[n:8][c:9]([O:13][CH3:14])[c:10]([CH:17]=[O:18])[cH:11][cH:12]1.